From a dataset of the Open Reaction Database (ORD), a public repository of structured organic reaction records. describe an organic reaction: reactants, conditions, products, and yield Starting materials: CC(C)(C)OC(=O)NC(Cc1c[nH]c2ccccc12)C(=O)O, CCN=C=NCCCN(C)C, ClCCl, CN(C)NC(=O)C1(Cc2ccccc2)CCNCC1, CNC(C)=O, CCN(C(C)C)C(C)C, Cl, On1nnc2cccnc21. Product: CN(C)NC(=O)C1(Cc2ccccc2)CCN(C(=O)C(Cc2c[nH]c3ccccc23)NC(=O)OC(C)(C)C)CC1. RXN SMILES: [C:1]([CH3:2])([CH3:3])([CH3:4])[O:5][C:6](=[O:7])[NH:8][CH:9]([C:10](=[O:11])[OH:12])[CH2:13][c:14]1[cH:15][nH:16][c:17]2[cH:18][cH:19][cH:20][cH:21][c:22]12.[CH2:34]([N:35]=[C:36]=[N:37][CH2:38][CH2:39][CH2:40][N:41]([CH3:42])[CH3:43])[CH3:44].[CH2:73]([Cl:74])[Cl:75].[CH3:45][N:46]([NH:47][C:48](=[O:49])[C:50]1([CH2:56][c:57]2[cH:58][cH:59][cH:60][cH:61][cH:62]2)[CH2:51][CH2:52][NH:53][CH2:54][CH2:55]1)[CH3:63].[CH3:76][NH:77][C:78]([CH3:79])=[O:80].[CH:64]([N:65]([CH:66]([CH3:67])[CH3:68])[CH2:69][CH3:70])([CH3:71])[CH3:72].[ClH:33].[OH:23][n:24]1[c:25]2[n:26][cH:27][cH:28][cH:29][c:30]2[n:31][n:32]1>>[C:1]([CH3:2])([CH3:3])([CH3:4])[O:5][C:6](=[O:7])[NH:8][CH:9]([C:10](=[O:12])[N:53]1[CH2:52][CH2:51][C:50]([C:48]([NH:47][N:46]([CH3:45])[CH3:63])=[O:49])([CH2:56][c:57]2[cH:58][cH:59][cH:60][cH:61][cH:62]2)[CH2:55][CH2:54]1)[CH2:13][c:14]1[cH:15][nH:16][c:17]2[cH:18][cH:19][cH:20][cH:21][c:22]12. The reactants are CCC(C)C(NC(=O)OCc1ccccc1)C(=O)O, CC(C)COC(=O)Cl, CCN1CCOCC1, CN(C)C=O, Cl, Cl, NCC(=O)Nc1ccccc1C(=O)c1cc(Br)ccn1, C1CCOC1. Product: CCC(C)C(NC(=O)OCc1ccccc1)C(=O)NCC(=O)Nc1ccccc1C(=O)c1cc(Br)ccn1. As a reaction SMILES: [CH2:1]([c:2]1[cH:3][cH:4][cH:5][cH:6][cH:7]1)[O:8][C:9](=[O:10])[NH:11][CH:12]([CH:13]([CH3:14])[CH2:15][CH3:16])[C:17](=[O:18])[OH:19].[CH2:20]([O:21][C:22]([Cl:23])=[O:24])[CH:25]([CH3:26])[CH3:27].[CH2:28]([N:29]1[CH2:30][CH2:31][O:32][CH2:33][CH2:34]1)[CH3:35].[CH3:58][N:59]([CH3:60])[CH:61]=[O:62].[ClH:36].[ClH:37].[NH2:38][CH2:39][C:40](=[O:41])[NH:42][c:43]1[c:44]([C:49]([c:50]2[cH:51][c:52]([Br:56])[cH:53][cH:54][n:55]2)=[O:57])[cH:45][cH:46][cH:47][cH:48]1.[O:63]1[CH2:64][CH2:65][CH2:66][CH2:67]1>>[CH2:1]([c:2]1[cH:3][cH:4][cH:5][cH:6][cH:7]1)[O:8][C:9](=[O:10])[NH:11][CH:12]([CH:13]([CH3:14])[CH2:15][CH3:16])[C:17](=[O:19])[NH:38][CH2:39][C:40](=[O:41])[NH:42][c:43]1[c:44]([C:49]([c:50]2[cH:51][c:52]([Br:56])[cH:53][cH:54][n:55]2)=[O:57])[cH:45][cH:46][cH:47][cH:48]1. Reactants: COC(=O)NN, O=C=Nc1ccccc1, c1ccccc1. Yields the product COC(=O)NNC(=O)Nc1ccccc1. Reaction SMILES: [C:1]([NH:2][NH2:3])(=[O:4])[O:5][CH3:6].[O:7]=[C:8]=[N:9][c:10]1[cH:11][cH:12][cH:13][cH:14][cH:15]1.[cH:16]1[cH:17][cH:18][cH:19][cH:20][cH:21]1>>[C:1]([NH:2][NH:3][C:8](=[O:7])[NH:9][c:10]1[cH:11][cH:12][cH:13][cH:14][cH:15]1)(=[O:4])[O:5][CH3:6]. Reactants: C(C)(C)(C)OC(=O)N(CCC(OCC(=O)OCC)C1=C(C=CC(=C1)Cl)C)C (ethyl 2-(3-(tert-butoxycarbonyl(methyl)amino)-1-(5-chloro-2-methylphenyl) propoxy)acetate), [BH4-].[Na+] (NaBH4). Solvent: CO (MeOH). Conditions: time 2.5 hour. The product is ClC=1C=CC(=C(C1)C(CCN(C(OC(C)(C)C)=O)C)OCCO)C (tert-butyl 3-(5-chloro-2-methylphenyl)-3-(2-hydroxyethoxy)propyl(methyl)carbamate). Yield: 55.9%. Reaction SMILES: [C:1]([O:5][C:6]([N:8]([CH3:27])[CH2:9][CH2:10][CH:11]([C:19]1[CH:24]=[C:23]([Cl:25])[CH:22]=[CH:21][C:20]=1[CH3:26])[O:12][CH2:13][C:14](OCC)=[O:15])=[O:7])([CH3:4])([CH3:3])[CH3:2].[BH4-].[Na+]>CO>[Cl:25][C:23]1[CH:22]=[CH:21][C:20]([CH3:26])=[C:19]([CH:11]([O:12][CH2:13][CH2:14][OH:15])[CH2:10][CH2:9][N:8]([CH3:27])[C:6](=[O:7])[O:5][C:1]([CH3:3])([CH3:4])[CH3:2])[CH:24]=1 |f:1.2|. Procedure: To a solution of ethyl 2-(3-(tert-butoxycarbonyl(methyl)amino)-1-(5-chloro-2-methylphenyl) propoxy)acetate (800 mg, 2 mmol) in MeOH (16 mL) was added NaBH4 (305 mg, 8 mmol) in portions while the temperature was lower than 40° C. After addition, the mixture was stirred at room temperature for 2-3 h. The solvent was removed in vacuo to the residue, which was partitioned between water and ethyl acetate. The organic layer was washed with H2O and brine, dried over Na2SO4, filtered and concentrated in...